This data is from the Open Reaction Database (ORD), a public repository of structured organic reaction records. The task is: describe an organic reaction: reactants, conditions, products, and yield Starting materials: NC1=CC=C(CN2C(=NC(=C2CC=CO)Cl)CCCC)C=C1 (3-[1-(4-aminobenzyl)-2-butyl-4-chloroimidazol-5-yl]propen-1-ol), C1(C=2C(C(=O)O1)=CC=CC2)=O (phthalic anhydride). Solvent: CCOCC (ether), C(Cl)(Cl)Cl (CHCl3). Run at time 1 hour. Yields the product C(=O)(O)C1=C(C(=O)NC2=CC=C(CN3C(=NC(=C3CC=CO)Cl)CCCC)C=C2)C=CC=C1 (3-[1-(4-(2-Carboxybenzamido)-benzyl)-2-butyl-4-chloroimidazol-5-yl]-propen-1-ol). As a reaction SMILES: [NH2:1][C:2]1[CH:22]=[CH:21][C:5]([CH2:6][N:7]2[C:11]([CH2:12][CH:13]=[CH:14][OH:15])=[C:10]([Cl:16])[N:9]=[C:8]2[CH2:17][CH2:18][CH2:19][CH3:20])=[CH:4][CH:3]=1.[C:23]1(=[O:33])[O:28][C:26](=[O:27])[C:25]2=[CH:29][CH:30]=[CH:31][CH:32]=[C:24]12>C(Cl)(Cl)Cl.CCOCC>[C:26]([C:25]1[CH:29]=[CH:30][CH:31]=[CH:32][C:24]=1[C:23]([NH:1][C:2]1[CH:3]=[CH:4][C:5]([CH2:6][N:7]2[C:11]([CH2:12][CH:13]=[CH:14][OH:15])=[C:10]([Cl:16])[N:9]=[C:8]2[CH2:17][CH2:18][CH2:19][CH3:20])=[CH:21][CH:22]=1)=[O:33])([OH:28])=[O:27]. Procedure details: To a solution of 95 mg of 3-[1-(4-aminobenzyl)-2-butyl-4-chloroimidazol-5-yl]propen-1-ol in 2 mL of CHCl3 was added 45 mg of phthalic anhydride and the mixture was stirred at room temperature for 1 hour. During this period of time the initially clear solution became turbid and produced solid. The reaction mixture was diluted with 2 mL of ether and the solid was collected by filtration and washed with ether. The desired product was obtained as a tan solid, 115 mg, m.p. 150°-151°; NMR (10% DMSO-d6... Starting materials: NCCCCC(NC(=O)OCc1ccccc1)C(=O)O, CC(=O)OC(C)(C)C, CCOC(C)=O, [O-][Cl+3]([O-])([O-])O, [Na+], [OH-], O. Yields the product CC(C)(C)OC(=O)C(CCCCN)NC(=O)OCc1ccccc1. Reaction SMILES: [C:1](=[O:2])([O:3][CH2:4][c:5]1[cH:6][cH:7][cH:8][cH:9][cH:10]1)[NH:11][CH:12]([CH2:13][CH2:14][CH2:15][CH2:16][NH2:17])[C:18](=[O:19])[OH:20].[C:21]([O:22][C:25]([CH3:26])([CH3:27])[CH3:28])(=[O:23])[CH3:24].[CH3:37][CH2:38][O:39][C:40](=[O:41])[CH3:42].[Cl+3:29]([OH:30])([O-:31])([O-:32])[O-:33].[Na+:35].[OH-:34].[OH2:36]>>[C:1](=[O:2])([O:3][CH2:4][c:5]1[cH:6][cH:7][cH:8][cH:9][cH:10]1)[NH:11][CH:12]([CH2:13][CH2:14][CH2:15][CH2:16][NH2:17])[C:18](=[O:19])[O:20][C:25]([CH3:26])([CH3:27])[CH3:28]. Starting materials: CCO, [H][H], C1=COC(c2cccnc2Oc2ccc(Nc3nc4ccccc4s3)cc2)CC1. Product: c1cnc(Oc2ccc(Nc3nc4ccccc4s3)cc2)c(C2CCCCO2)c1. Reaction SMILES: [CH3:32][CH2:33][OH:34].[H:30][H:31].[O:1]1[CH:2]([c:7]2[c:8]([O:13][c:14]3[cH:15][cH:16][c:17]([NH:20][c:21]4[s:22][c:23]5[c:24]([n:25]4)[cH:26][cH:27][cH:28][cH:29]5)[cH:18][cH:19]3)[n:9][cH:10][cH:11][cH:12]2)[CH2:3][CH2:4][CH:5]=[CH:6]1>>[O:1]1[CH:2]([c:7]2[c:8]([O:13][c:14]3[cH:15][cH:16][c:17]([NH:20][c:21]4[s:22][c:23]5[c:24]([n:25]4)[cH:26][cH:27][cH:28][cH:29]5)[cH:18][cH:19]3)[n:9][cH:10][cH:11][cH:12]2)[CH2:3][CH2:4][CH2:5][CH2:6]1. The reactants are C(C)OCC=1N(C2=C(C(=NC=3C=CC=CC23)N)N1)CCC(C)C (2-ethoxymethyl-1-(3-methylbutyl)-1H-imidazo[4,5-c]quinolin-4-amine), NC1=NC=2C=CC=CC2C2=C1N=C(N2CCCC)CO (4-amino-1-butyl-1H-imidazo[4,5-c]quinoline-2-methanol), C(CCC)N1C(=NC=2C(=NC=3C=CC=CC3C21)N)CCOC (1-butyl-2-methoxyethyl-1H-imidazo[4,5-c]quinolin-4-amine), C(CCC)N1C(=NC=2C(=NC=3C=CC=CC3C21)N)COCC (1-butyl-2-ethoxymethyl-1H-imidazo[4,5-c]quinolin-4-amine). Yields the product NC1=NC=2C=CC=CC2C2=C1N=C(N2CC2=CC=CC=C2)CO (4-amino-1-phenylmethyl-1H-imidazo[4,5-c]quinoline-2-methanol). RXN SMILES: C([O:3][CH2:4][C:5]1[N:6](CCC(C)C)[C:7]2[C:16]3[CH:15]=[CH:14][CH:13]=[CH:12][C:11]=3[N:10]=[C:9]([NH2:17])[C:8]=2[N:18]=1)C.C(N1[C:40]2[C:39]3[CH:38]=[CH:37][CH:36]=[CH:35][C:34]=3N=C(N)C=2N=C1CCOC)CCC.C(N1C2C3C=CC=CC=3N=C(N)C=2N=C1COCC)CCC.NC1C2N=C(CO)N(CCCC)C=2C2C=CC=CC=2N=1>>[NH2:17][C:9]1[C:8]2[N:18]=[C:5]([CH2:4][OH:3])[N:6]([CH2:40][C:39]3[CH:38]=[CH:37][CH:36]=[CH:35][CH:34]=3)[C:7]=2[C:16]2[CH:15]=[CH:14][CH:13]=[CH:12][C:11]=2[N:10]=1. Reported procedure: A compound according to claim 1, selected from the group consisting of 2-ethoxymethyl-1-(3-methylbutyl)-1H-imidazo[4,5-c]quinolin-4-amine, 1-butyl-2-methoxyethyl-1H-imidazo[4,5-c]quinolin-4-amine, 1-butyl-2-ethoxymethyl-1H-imidazo[4,5-c]quinolin-4-amine, and 4-amino-1-butyl-1H-imidazo[4,5-c]quinoline-2-methanol, Reactants: C1(O)=CC=C(O)C=C1 (hydroquinone), FC(C=1C=C(C=CC1)Cl)(F)F (3-trifluoromethyl-chlorobenzene). Yields the product FC(C1=CC(=CC=C1)OC1=CC=C(C=C1)O)(F)F (p-(α,α,α-trifluoro-m-tolyloxy)-phenol). RXN SMILES: [C:1]1([CH:8]=[CH:7][C:5]([OH:6])=[CH:4][CH:3]=1)[OH:2].[F:9][C:10]([F:19])([F:18])[C:11]1[CH:12]=[C:13](Cl)[CH:14]=[CH:15][CH:16]=1>[Cu]>[F:9][C:10]([F:19])([F:18])[C:11]1[CH:12]=[CH:13][CH:14]=[C:15]([O:2][C:1]2[CH:8]=[CH:7][C:5]([OH:6])=[CH:4][CH:3]=2)[CH:16]=1. The reagents and catalysts are [Cu] (copper). Procedure: In an analogous manner to that described in the preceding paragraph, hydroquinone and 3-trifluoromethyl-chlorobenzene in the presence of a catalytic amount of copper powder yield p-(α,α,α-trifluoro-m-tolyloxy)-phenol which distils in the bulb-tube at 140° C./0.05 Torr; nD20 =1.5370. Reactants: CC(=O)O, O=C(Nc1ccc(CCCC(C(=O)O)C(=O)O)cc1)c1nnc(Nc2ccc(F)c(F)c2)o1. Yields the product O=C(O)CCCCc1ccc(NC(=O)c2nnc(Nc3ccc(F)c(F)c3)o2)cc1. As a reaction SMILES: [C:34]([OH:35])(=[O:36])[CH3:37].[F:1][c:2]1[cH:3][c:4]([NH:9][c:10]2[n:11][n:12][c:13]([C:15](=[O:16])[NH:17][c:18]3[cH:19][cH:20][c:21]([CH2:24][CH2:25][CH2:26][CH:27]([C:28](=[O:29])[OH:30])[C:31]([OH:32])=[O:33])[cH:22][cH:23]3)[o:14]2)[cH:5][cH:6][c:7]1[F:8]>>[F:1][c:2]1[cH:3][c:4]([NH:9][c:10]2[n:11][n:12][c:13]([C:15](=[O:16])[NH:17][c:18]3[cH:19][cH:20][c:21]([CH2:24][CH2:25][CH2:26][CH2:27][C:28](=[O:29])[OH:30])[cH:22][cH:23]3)[o:14]2)[cH:5][cH:6][c:7]1[F:8].